Dataset: the Open Reaction Database (ORD), a public repository of structured organic reaction records. Task: describe an organic reaction: reactants, conditions, products, and yield Reactants: [Al+3], CC(=O)OCCn1c(C)ccc1C, [Cl-], [Cl-], [Cl-], O=C(Cl)c1ccc(Cl)cc1, ClCCCl. Yields the product CC(=O)OCCn1c(C)cc(C(=O)c2ccc(Cl)cc2)c1C. As a reaction SMILES: [Al+3:25].[C:1]([CH3:2])(=[O:3])[O:4][CH2:5][CH2:6][n:7]1[c:8]([CH3:13])[cH:9][cH:10][c:11]1[CH3:12].[Cl-:24].[Cl-:26].[Cl-:27].[Cl:14][c:15]1[cH:16][cH:17][c:18]([C:19](=[O:20])[Cl:21])[cH:22][cH:23]1.[Cl:28][CH2:29][CH2:30][Cl:31]>>[C:1]([CH3:2])(=[O:3])[O:4][CH2:5][CH2:6][n:7]1[c:8]([CH3:13])[cH:9][c:10]([C:19]([c:18]2[cH:17][cH:16][c:15]([Cl:14])[cH:23][cH:22]2)=[O:20])[c:11]1[CH3:12].